From a dataset of the Open Reaction Database (ORD), a public repository of structured organic reaction records. describe an organic reaction: reactants, conditions, products, and yield The reactants are CC(C)(C)OC(=O)N1CCC(OCC(=O)O)CC1, CCN=C=NCCCN(C)C, CNC(=O)C(Cc1ccccc1)N(C)C(=O)C(Cc1ccc2ccccc2c1)NC, CCN(C(C)C)C(C)C, ClCCl, Cl, On1nnc2cccnc21. Yields the product CNC(=O)C(Cc1ccccc1)N(C)C(=O)C(Cc1ccc2ccccc2c1)N(C)C(=O)COC1CCN(C(=O)OC(C)(C)C)CC1. RXN SMILES: [C:1]([CH3:2])([CH3:3])([CH3:4])[O:5][C:6](=[O:7])[N:8]1[CH2:9][CH2:10][CH:11]([O:14][CH2:15][C:16](=[O:17])[OH:18])[CH2:12][CH2:13]1.[CH2:30]([N:31]=[C:32]=[N:33][CH2:34][CH2:35][CH2:36][N:37]([CH3:38])[CH3:39])[CH3:40].[CH3:41][N:42]([C:43]([CH:44]([CH2:45][c:46]1[cH:47][c:48]2[cH:49][cH:50][cH:51][cH:52][c:53]2[cH:54][cH:55]1)[NH:56][CH3:57])=[O:58])[CH:59]([CH2:60][c:61]1[cH:62][cH:63][cH:64][cH:65][cH:66]1)[C:67]([NH:68][CH3:69])=[O:70].[CH:71]([N:72]([CH:73]([CH3:74])[CH3:75])[CH2:76][CH3:77])([CH3:78])[CH3:79].[Cl:80][CH2:81][Cl:82].[ClH:29].[OH:19][n:20]1[c:21]2[n:22][cH:23][cH:24][cH:25][c:26]2[n:27][n:28]1>>[C:1]([CH3:2])([CH3:3])([CH3:4])[O:5][C:6](=[O:7])[N:8]1[CH2:9][CH2:10][CH:11]([O:14][CH2:15][C:16](=[O:18])[N:56]([CH:44]([C:43]([N:42]([CH3:41])[CH:59]([CH2:60][c:61]2[cH:62][cH:63][cH:64][cH:65][cH:66]2)[C:67]([NH:68][CH3:69])=[O:70])=[O:58])[CH2:45][c:46]2[cH:47][c:48]3[cH:49][cH:50][cH:51][cH:52][c:53]3[cH:54][cH:55]2)[CH3:57])[CH2:12][CH2:13]1. Starting materials: O=CC=Cc1ccc([N+](=O)[O-])cc1, N#CCC(N)=C(C#N)C#N. Yields the product N#CC(=CC=Cc1ccc([N+](=O)[O-])cc1)C(N)=C(C#N)C#N. As a reaction SMILES: [N+:1](=[O:2])([O-:3])[c:4]1[cH:5][cH:6][c:7]([CH:8]=[CH:9][CH:10]=[O:11])[cH:12][cH:13]1.[NH2:14][C:15](=[C:16]([C:17]#[N:18])[C:19]#[N:20])[CH2:21][C:22]#[N:23]>>[N+:1](=[O:2])([O-:3])[c:4]1[cH:5][cH:6][c:7]([CH:8]=[CH:9][CH:10]=[C:21]([C:15]([NH2:14])=[C:16]([C:17]#[N:18])[C:19]#[N:20])[C:22]#[N:23])[cH:12][cH:13]1. Reactants: O=C(C(=O)OC)CC (methyl 2-oxobutanoate), C(C)O (ethanol), C(C)O (ethanol), FC1=C(CN2N=C(C=3C2=NC=NC3)C(NN)=N)C=CC=C1 (1-(2-fluorobenzyl)-1H-pyrazolo[3,4-d]pyrimidine-3-carboximidohydrazide). Yields the product C(C)C1=C(N=C(N=N1)C1=NN(C2=NC=CC=C21)CC2=C(C=CC=C2)F)O (6-Ethyl-3-[1-(2-fluorobenzyl)-1H-pyrazolo[3,4-b]pyridin-3-yl]-1,2,4-triazin-5-ol). Reaction SMILES: O=[C:2]([CH2:7][CH3:8])[C:3](OC)=[O:4].[F:9][C:10]1[CH:29]=[CH:28][CH:27]=[CH:26][C:11]=1[CH2:12][N:13]1[C:17]2=[N:18][CH:19]=N[CH:21]=[C:16]2[C:15]([C:22](=[NH:25])[NH:23][NH2:24])=[N:14]1.[CH2:30](O)C>>[CH2:7]([C:2]1[N:24]=[N:23][C:22]([C:15]2[C:16]3[C:17](=[N:18][CH:19]=[CH:30][CH:21]=3)[N:13]([CH2:12][C:11]3[CH:26]=[CH:27][CH:28]=[CH:29][C:10]=3[F:9])[N:14]=2)=[N:25][C:3]=1[OH:4])[CH3:8]. Reported procedure: 0.817 g (7.035 mmol) of methyl 2-oxobutanoate in 15 ml of ethanol were initially introduced and heated to reflux. Then, 2.000 g (7.035 mmol) of 1-(2-fluorobenzyl)-1H-pyrazolo[3,4-d]pyrimidine-3-carboximidohydrazide suspended in 20 ml of ethanol were added and the mixture was heated under reflux overnight. After cooling, the mixture was filtered off with suction, and the filtercake was washed with a little ethanol and dried under high vacuum. This gave 1.83 g of the target compound (74% of theory... Starting materials: COC=1C=C(C=CC1OC)NC=C(C(=O)OCC)C(=O)OCC ([[(3,4-Dimethoxyphenyl)amino]methylene]malonic acid, diethyl ester), C1(=CC=CC=C1)OC1=CC=CC=C1 (diphenylether). Run at temperature 50 celsius. Yields the product COC=1C=C2C(C(=CNC2=CC1OC)C(=O)OCC)=O (1,4-Dihydro-6,7-dimethoxy-4-oxo-3-quinolinecarboxylic acid, ethyl ester). Isolated yield 65.2%. As a reaction SMILES: [CH3:1][O:2][C:3]1[CH:4]=[C:5]([NH:11][CH:12]=[C:13]([C:19]([O:21]CC)=O)[C:14]([O:16][CH2:17][CH3:18])=[O:15])[CH:6]=[CH:7][C:8]=1[O:9][CH3:10].C1(OC2C=CC=CC=2)C=CC=CC=1>>[CH3:10][O:9][C:8]1[CH:7]=[C:6]2[C:5](=[CH:4][C:3]=1[O:2][CH3:1])[NH:11][CH:12]=[C:13]([C:14]([O:16][CH2:17][CH3:18])=[O:15])[C:19]2=[O:21]. Procedure details: [[(3,4-Dimethoxyphenyl)amino]methylene]malonic acid, diethyl ester (60 g, 188.5 mmol) was added to hot diphenylether (bath temperature 275° C.) under stirring. After stirring for 15 minutes, the mixture was allowed to cool to 50° C. The resulting crystals were collected by suction, washed thoroughly with ether and dried in vacuo to yield 34.1 g of the title compound having a melting point of 297° C. Conditions: temperature 0 celsius, time 30 minute. RXN SMILES: [Cl:1][C:2]1[CH:7]=[CH:6][C:5]([CH2:8][N:9]2[C:13]3[CH:14]([OH:18])[CH2:15][CH2:16][CH2:17][C:12]=3[N:11]=[C:10]2[CH:19]([CH3:21])[CH3:20])=[CH:4][CH:3]=1.[H-].[Na+].Br[CH2:25][C:26]([O:28][C:29]([CH3:32])([CH3:31])[CH3:30])=[O:27]>CN(C)C=O>[Cl:1][C:2]1[CH:3]=[CH:4][C:5]([CH2:8][N:9]2[C:13]3[CH:14]([O:18][CH2:25][C:26]([O:28][C:29]([CH3:32])([CH3:31])[CH3:30])=[O:27])[CH2:15][CH2:16][CH2:17][C:12]=3[N:11]=[C:10]2[CH:19]([CH3:21])[CH3:20])=[CH:6][CH:7]=1 |f:1.2|. Product: ClC1=CC=C(C=C1)CN1C(=NC2=C1C(CCC2)OCC(=O)OC(C)(C)C)C(C)C (1,1-dimethylethyl {[1-[(4-chlorophenyl)methyl]-2-(1-methylethyl)-4,5,6,7-tetra hydro-1H-benzimidazol-7-yl]oxy}acetate). The reactants are [H-].[Na+] (Sodium hydride), BrCC(=O)OC(C)(C)C (tert-butyl bromoacetate), ClC1=CC=C(C=C1)CN1C(=NC2=C1C(CCC2)O)C(C)C (1-[(4-chlorophenyl)methyl]-2-(1-methylethyl)-4,5,6,7-tetrahydro-1H-benzimidazol-7-ol), [H-].[Na+] (sodium hydride), BrCC(=O)OC(C)(C)C (tert-butyl bromoacetate). Procedure details: To a stirred solution of Intermediate 58 (352 mg) in anhydrous N,N-dimethylformamide (15 mL) at 0° C. under an atmosphere of nitrogen was added sodium hydride (55 mg) as a 60% by weight suspension on mineral oil in one charge. The reaction was stirred at 0° C. for 30 min. To the reaction was added neat tert-butyl bromoacetate (0.18 mL) in one charge the reaction was stirred at 0° C. for a further 30 min before allowing to warm to ambient temperature over 1 hr. The reaction was stirred at ambient... The solvent is CN(C=O)C (N,N-dimethylformamide).